From a dataset of the Open Reaction Database (ORD), a public repository of structured organic reaction records. describe an organic reaction: reactants, conditions, products, and yield Starting materials: [Cl-].[NH4+] (Ammonium chloride), COC=1CC(CN1)CCC (5-methoxy-3-propyl-3,4-dihydro-2H-pyrrole). Run in C(C)O (ethanol). Product: crude product, [Cl-].C(CC)C1CC(NC1)=[NH2+] ((4-Propyltetrahydro-1H-2-pyrrolylidene)ammonium chloride). Yield: 76.7%. RXN SMILES: [Cl-:1].[NH4+:2].CO[C:5]1[CH2:6][CH:7]([CH2:10][CH2:11][CH3:12])[CH2:8][N:9]=1>C(O)C>[Cl-:1].[CH2:10]([CH:7]1[CH2:8][NH:9][C:5](=[NH2+:2])[CH2:6]1)[CH2:11][CH3:12] |f:0.1,4.5|. Reported procedure: Ammonium chloride (110 mg, 2.06 mmol) was added to a solution of 5-methoxy-3-propyl-3,4-dihydro-2H-pyrrole (306 mg, 2.17 mmol) in ethanol (12 ml) and the mixture was heated to reflux for 4 hours. The reaction mixture was filtered and the filtrate was distilled off under reduced pressure to yield a crude product of the title compound (257 mg) as a white solid. 1H-NMR (DMSO-d6) δ(ppm) 0.86 (3H, t, J=7.2 Hz), 1.12-1.52 (4H, m), 2.34-2.60 (1H and DMSO, m), 2.78-2.93 (1H, m), 3.05-3.22 (2H, m), 3.54-... Starting materials: [N+](=O)([O-])C(CCC(=O)O)(C)C1=CC2=CC=C(C=C2C=C1)O[C@@H]1CC[C@H](CC1)C(F)(F)F (4-nitro-4-[6-(trans-4-trifluoromethyl-cyclohexyloxy)-naphthalen-2-yl]-pentanoic acid). Reagents/catalysts: [Zn] (zinc). Run in C(C)(=O)O (acetic acid), C(C)(=O)O (acetic acid). Run at time 45 minute. The product is NC(CCC(=O)O)(C)C1=CC2=CC=C(C=C2C=C1)O[C@@H]1CC[C@H](CC1)C(F)(F)F (4-Amino-4-[6-(trans-4-trifluoromethyl-cyclohexyloxy)-naphthalen-2-yl]-pentanoic acid). Isolated yield 67.7%. As a reaction SMILES: [N+:1]([C:4]([C:11]1[CH:20]=[CH:19][C:18]2[C:13](=[CH:14][CH:15]=[C:16]([O:21][C@H:22]3[CH2:27][CH2:26][C@H:25]([C:28]([F:31])([F:30])[F:29])[CH2:24][CH2:23]3)[CH:17]=2)[CH:12]=1)([CH3:10])[CH2:5][CH2:6][C:7]([OH:9])=[O:8])([O-])=O>C(O)(=O)C.[Zn]>[NH2:1][C:4]([C:11]1[CH:20]=[CH:19][C:18]2[C:13](=[CH:14][CH:15]=[C:16]([O:21][C@H:22]3[CH2:27][CH2:26][C@H:25]([C:28]([F:29])([F:30])[F:31])[CH2:24][CH2:23]3)[CH:17]=2)[CH:12]=1)([CH3:10])[CH2:5][CH2:6][C:7]([OH:9])=[O:8]. Procedure: To a solution of 4-nitro-4-[6-(trans-4-trifluoromethyl-cyclohexyloxy)-naphthalen-2-yl]-pentanoic acid (0.099 g, 0.22 mmol) in acetic acid (2.00 mL, Fisher) at 20° C. was added zinc (0.185 g, 2.83 mmol, Aldrich). The mixture was stirred for 45 minutes at room temperature. The mixture was heated at 50° C. and stirred. After 2.5 h, the mixture was diluted in acetic acid, filtered and concentrated to dryness under reduced pressure. Purification was by preparative HPLC. The fractions were dried to gi... Reaction SMILES: [CH2:32]1[O:33][CH2:34][CH2:35][CH2:36]1.[CH:1]1([N:5]2[CH:6]([CH2:22][CH3:23])[C:7](=[O:21])[N:8]([CH3:20])[c:9]3[cH:10][n:11][c:12](-[n:15]4[cH:16][n:17][cH:18][cH:19]4)[n:13][c:14]32)[CH2:2][CH2:3][CH2:4]1.[O:24]=[C:25]1[CH2:26][CH2:27][C:28](=[O:29])[N:30]1[I:31]>>[CH:1]1([N:5]2[CH:6]([CH2:22][CH3:23])[C:7](=[O:21])[N:8]([CH3:20])[c:9]3[cH:10][n:11][c:12](-[n:15]4[c:16]([N:30]5[C:25](=[O:24])[CH2:26][CH2:27][C:28]5=[O:29])[n:17][cH:18][cH:19]4)[n:13][c:14]32)[CH2:2][CH2:3][CH2:4]1. Yields the product CCC1C(=O)N(C)c2cnc(-n3ccnc3N3C(=O)CCC3=O)nc2N1C1CCC1. Reactants: C1CCOC1, CCC1C(=O)N(C)c2cnc(-n3ccnc3)nc2N1C1CCC1, O=C1CCC(=O)N1I. Reactants: SCCSCCS (1,5-dimercapto-3-thiapentane), ClCCOCCOCCCl (1,8-dichloro-3,6-dioxaoctane), C([O-])([O-])=O.[Cs+].[Cs+] (cesium carbonate). Run in CN(C=O)C (dimethylformamide). Product: O1CCOCCSCCSCCSCC1 (1,4-dioxa-7,10,13-trithiacyclopentadecane). RXN SMILES: [SH:1][CH2:2][CH2:3][S:4][CH2:5][CH2:6][SH:7].Cl[CH2:9][CH2:10][O:11][CH2:12][CH2:13][O:14][CH2:15][CH2:16]Cl.C(=O)([O-])[O-].[Cs+].[Cs+]>CN(C)C=O>[O:11]1[CH2:10][CH2:9][S:7][CH2:6][CH2:5][S:4][CH2:3][CH2:2][S:1][CH2:16][CH2:15][O:14][CH2:13][CH2:12]1 |f:2.3.4|. Procedure details: This compound is obtained by reacting 1,5-dimercapto-3-thiapentane with 1,8-dichloro-3,6-dioxaoctane in the presence of cesium carbonate in dimethylformamide (DMF): ##STR2## Reactants: C1CCOC1, CC(C)(C)[O-], CI, [K+], O=C1C(Cc2ccccc2)NS(=O)(=O)N1CSc1ccccc1. The product is CN1C(Cc2ccccc2)C(=O)N(CSc2ccccc2)S1(=O)=O. As a reaction SMILES: [CH2:32]1[O:33][CH2:34][CH2:35][CH2:36]1.[CH3:1][C:2]([CH3:3])([O-:4])[CH3:5].[CH3:30][I:31].[K+:6].[c:7]1([S:13][CH2:14][N:15]2[S:16](=[O:28])(=[O:29])[NH:17][CH:18]([CH2:21][c:22]3[cH:23][cH:24][cH:25][cH:26][cH:27]3)[C:19]2=[O:20])[cH:8][cH:9][cH:10][cH:11][cH:12]1>>[CH3:1][N:17]1[S:16](=[O:28])(=[O:29])[N:15]([CH2:14][S:13][c:7]2[cH:8][cH:9][cH:10][cH:11][cH:12]2)[C:19](=[O:20])[CH:18]1[CH2:21][c:22]1[cH:23][cH:24][cH:25][cH:26][cH:27]1.